From a dataset of the Open Reaction Database (ORD), a public repository of structured organic reaction records. describe an organic reaction: reactants, conditions, products, and yield Starting materials: [N+](=[N-])=C (diazomethane), OC1=CC=C(C(=O)N2C(CCC2)=O)C=C1 (1-(p-hydroxybenzoyl)-2-pyrrolidinone). The solvent is O1CCCC1 (tetrahydrofuran). Product: COC1=CC=C(C(=O)N2C(CCC2)=O)C=C1 (1-(p-methoxybenzoyl)-2-pyrrolidinone). RXN SMILES: [OH:1][C:2]1[CH:15]=[CH:14][C:5]([C:6]([N:8]2[CH2:12][CH2:11][CH2:10][C:9]2=[O:13])=[O:7])=[CH:4][CH:3]=1.[N+](=[CH2:18])=[N-]>O1CCCC1>[CH3:18][O:1][C:2]1[CH:3]=[CH:4][C:5]([C:6]([N:8]2[CH2:12][CH2:11][CH2:10][C:9]2=[O:13])=[O:7])=[CH:14][CH:15]=1. Reported procedure: 150 mg. of 1-(p-hydroxybenzoyl)-2-pyrrolidinone are dissolved in 7 ml. of absolute tetrahydrofuran and then etheric diazomethane solution is added. The solvents are distilled off, the residue is triturated with diethyl ether and the mixture is filtered. There is obtained 1-(p-methoxybenzoyl)-2-pyrrolidinone which melts at 117.5°-119° C. after sublimation. Reactants: O=C(c1ccccc1)c1ccc(Br)cc1, CCO, Cl, NO, c1ccncc1. Product: ON=C(c1ccccc1)c1ccc(Br)cc1. RXN SMILES: [Br:1][c:2]1[cH:3][cH:4][c:5]([C:6](=[O:7])[c:8]2[cH:9][cH:10][cH:11][cH:12][cH:13]2)[cH:14][cH:15]1.[CH3:19][CH2:20][OH:21].[ClH:16].[NH2:17][OH:18].[cH:22]1[cH:23][cH:24][n:25][cH:26][cH:27]1>>[Br:1][c:2]1[cH:3][cH:4][c:5]([C:6]([c:8]2[cH:9][cH:10][cH:11][cH:12][cH:13]2)=[N:17][OH:18])[cH:14][cH:15]1. Reactants: ClC1=C(C(=O)CC(=O)OCC)C=CC=C1 (ehtyl o-chlorobenzoylacetate), S(=O)(=O)(Cl)Cl (sulfuryl chloride). Solvent: C(Cl)(Cl)Cl (chloroform). The product is ClC1(C(C(=O)CC(=O)OCC)C=CC=C1)Cl (ethyl 2-chloro-o-chlorobenzoylacetate). The yield is 101.2%. As a reaction SMILES: [Cl:1][C:2]1[CH:15]=[CH:14][CH:13]=[CH:12][C:3]=1[C:4]([CH2:6][C:7]([O:9][CH2:10][CH3:11])=[O:8])=[O:5].S(Cl)([Cl:19])(=O)=O>C(Cl)(Cl)Cl>[Cl:1][C:2]1([Cl:19])[CH:15]=[CH:14][CH:13]=[CH:12][CH:3]1[C:4]([CH2:6][C:7]([O:9][CH2:10][CH3:11])=[O:8])=[O:5]. Procedure details: To a cold (5° C.) mixture at 55.0 g (0.423 mole) of ethyl acetoacetate, 70 ml. of benzene, 18.3 ml. of 33% sodium hydroxide, and 141 ml. of water was added simultaneously with vigorous stirring 80.0 g (0.457 mole) of o-chlorobenzoyl chloride and 76 ml. of 33% sodium hydroxide in 1 hour as described in Example 4. The aqueous solution of sodium salt of ethyl o-chlorobenzoylacetoacetate was stirred with 22.5 g (0.424 mole) of ammonium chloride for 18 hours. The aqueous solution was then saturated w... Reactants: Cl.C(C)N=C=NCCCN(C)C (1-ethyl-3-(3-dimethylaminopropyl)carbodiimide hydrochloride), O.ON1N=NC2=C1C=CC=C2 (1-hydroxybenzotriazole monohydrate), C(C1=CC=CC=C1)OCC1(CCC=2C(=NN(C2C1)COCC[Si](C)(C)C)C=1N(C2=CC(=CC=C2C1)NC)COCC[Si](C)(C)C)C (N-(2-{6-benzyloxymethyl-6-methyl-1-[2-(trimethylsilyl)ethoxymethyl]-4,5,6,7-tetrahydro-1H-indazol-3-yl}-1-[2-(trimethylsilyl)ethoxymethyl]-1H-indol-6-yl)-N-methylamine), O=C1N(CCCC1)CC(=O)O ((2-oxopiperidin-1-yl)acetic acid), Example 6. Solvent: O (water), C(C)(=O)OCC (ethyl acetate), CN(C=O)C (N,N-dimethylformamide). Run at time 8 hour. Yields the product C(C1=CC=CC=C1)OCC1(CCC=2C(=NN(C2C1)COCC[Si](C)(C)C)C=1N(C2=CC(=CC=C2C1)N(C(CN1C(CCCC1)=O)=O)C)COCC[Si](C)(C)C)C (N-(2-{6-benzyloxymethyl-6-methyl-1-[2-(trimethylsilyl)ethoxymethyl]-4,5,6,7-tetrahydro-1H-indazol-3-yl}-1-[2-(trimethylsilyl)ethoxymethyl]-1H-indol-6-yl)-N-methyl-2-(2-oxopiperidin-1-yl)acetamide). RXN SMILES: [CH2:1]([O:8][CH2:9][C:10]1([CH3:46])[CH2:18][C:17]2[N:16]([CH2:19][O:20][CH2:21][CH2:22][Si:23]([CH3:26])([CH3:25])[CH3:24])[N:15]=[C:14]([C:27]3[N:28]([CH2:38][O:39][CH2:40][CH2:41][Si:42]([CH3:45])([CH3:44])[CH3:43])[C:29]4[C:34]([CH:35]=3)=[CH:33][CH:32]=[C:31]([NH:36][CH3:37])[CH:30]=4)[C:13]=2[CH2:12][CH2:11]1)[C:2]1[CH:7]=[CH:6][CH:5]=[CH:4][CH:3]=1.[O:47]=[C:48]1[CH2:53][CH2:52][CH2:51][CH2:50][N:49]1[CH2:54][C:55]([OH:57])=O.Cl.C(N=C=NCCCN(C)C)C.O.ON1C2C=CC=CC=2N=N1>CN(C)C=O.O.C(OCC)(=O)C>[CH2:1]([O:8][CH2:9][C:10]1([CH3:46])[CH2:18][C:17]2[N:16]([CH2:19][O:20][CH2:21][CH2:22][Si:23]([CH3:26])([CH3:25])[CH3:24])[N:15]=[C:14]([C:27]3[N:28]([CH2:38][O:39][CH2:40][CH2:41][Si:42]([CH3:43])([CH3:45])[CH3:44])[C:29]4[C:34]([CH:35]=3)=[CH:33][CH:32]=[C:31]([N:36]([CH3:37])[C:55](=[O:57])[CH2:54][N:49]3[CH2:50][CH2:51][CH2:52][CH2:53][C:48]3=[O:47])[CH:30]=4)[C:13]=2[CH2:12][CH2:11]1)[C:2]1[CH:7]=[CH:6][CH:5]=[CH:4][CH:3]=1 |f:2.3,4.5|. Procedure: To a solution of N-(2-{6-benzyloxymethyl-6-methyl-1-[2-(trimethylsilyl)ethoxymethyl]-4,5,6,7-tetrahydro-1H-indazol-3-yl}-1-[2-(trimethylsilyl)ethoxymethyl]-1H-indol-6-yl)-N-methylamine (150 mg, 0.23 mmol) in N,N-dimethylformamide (3 ml) were added (2-oxopiperidin-1-yl)acetic acid obtained in Reference Example 6 (43 mg, 0.27 mmol), 1-ethyl-3-(3-dimethylaminopropyl)carbodiimide hydrochloride (52 mg, 0.27% mmol) and 1-hydroxybenzotriazole monohydrate (37 mg, 0.27 mmol), and the mixture was stirred ... Starting materials: ClC=1C=C(CN)C=CC1Cl (3,4-dichlorobenzylamine), ClC=1C2=C(N=C(N1)C1=CC=NO1)SC(=C2)C (4-chloro-2-(isoxazol-5-yl)-6-methyl-thieno-[2,3-d]-pyrimidine). The product is O1N=CC=C1C=1N=C(C2=C(N1)SC(=C2)C)NCC2=CC(=C(C=C2)Cl)Cl (2-(isoxazol-5-yl)-4-(3,4-dichlorobenzylamino)-6-methyl-thieno-[2,3-d]-pyrimidine). RXN SMILES: [Cl:1][C:2]1[CH:3]=[C:4]([CH:7]=[CH:8][C:9]=1[Cl:10])[CH2:5][NH2:6].Cl[C:12]1[C:13]2[CH:25]=[C:24]([CH3:26])[S:23][C:14]=2[N:15]=[C:16]([C:18]2[O:22][N:21]=[CH:20][CH:19]=2)[N:17]=1>>[O:22]1[C:18]([C:16]2[N:17]=[C:12]([NH:6][CH2:5][C:4]3[CH:7]=[CH:8][C:9]([Cl:10])=[C:2]([Cl:1])[CH:3]=3)[C:13]3[CH:25]=[C:24]([CH3:26])[S:23][C:14]=3[N:15]=2)=[CH:19][CH:20]=[N:21]1. Procedure details: With the procedure of Example 1, the reaction of 3,4-dichlorobenzylamine with 4-chloro-2-(isoxazol-5-yl)-6-methyl-thieno-[2,3-d]-pyrimidine yields 2-(isoxazol-5-yl)-4-(3,4-dichlorobenzylamino)-6-methyl-thieno-[2,3-d]-pyrimidine. The reactants are CCC(C(=O)[O-])n1cc(-c2ccccc2)n(C2CC2)c1=O, CO, [K+], [OH-]. Product: O=C(O)Cn1cc(-c2ccccc2)n(C2CC2)c1=O. RXN SMILES: [CH2:1]([CH3:2])[CH:3]([C:4](=[O:5])[O-:6])[n:7]1[c:8](=[O:21])[n:9]([CH:18]2[CH2:19][CH2:20]2)[c:10](-[c:12]2[cH:13][cH:14][cH:15][cH:16][cH:17]2)[cH:11]1.[CH3:24][OH:25].[K+:23].[OH-:22]>>[CH2:3]([C:4](=[O:5])[OH:6])[n:7]1[c:8](=[O:21])[n:9]([CH:18]2[CH2:19][CH2:20]2)[c:10](-[c:12]2[cH:13][cH:14][cH:15][cH:16][cH:17]2)[cH:11]1. Reactants: Cl (hydrochloric acid), C(C)(=O)NC1=CC=C(C=C1)N1C(C2=CC(=C(C=C2C(=C1C(=O)OC)C1=CC(=C(C(=C1)OC)OC)OC)OC)OC)=O (2-(4-acetylaminophenyl)-6,7-dimethoxy-3-methoxycarbonyl-4-(3,4,5-trimethoxyphenyl)-1(2H)-isoquinolinone), [H-].[Na+] (sodium hydride), CI (methyl iodide). Run in C(Cl)(Cl)Cl (chloroform), O1CCCC1 (tetrahydrofuran). Conditions: time 30 minute. The product is COC=1C=C2C(=C(N(C(C2=CC1OC)=O)C1=CC=C(C=C1)NC)C(=O)OC)C1=CC(=C(C(=C1)OC)OC)OC (6,7-dimethoxy-3-methoxycarbonyl-2-[4-(methylamino)phenyl]-4-(3,4,5-trimethoxyphenyl)-1(2H)-isoquinolinone). Yield: 68.8%. Reaction SMILES: [C:1]([NH:4][C:5]1[CH:10]=[CH:9][C:8]([N:11]2[C:20]([C:21]([O:23][CH3:24])=[O:22])=[C:19]([C:25]3[CH:30]=[C:29]([O:31][CH3:32])[C:28]([O:33][CH3:34])=[C:27]([O:35][CH3:36])[CH:26]=3)[C:18]3[C:13](=[CH:14][C:15]([O:39][CH3:40])=[C:16]([O:37][CH3:38])[CH:17]=3)[C:12]2=[O:41])=[CH:7][CH:6]=1)(=O)C.[H-].[Na+].CI.Cl>O1CCCC1.C(Cl)(Cl)Cl>[CH3:38][O:37][C:16]1[CH:17]=[C:18]2[C:13](=[CH:14][C:15]=1[O:39][CH3:40])[C:12](=[O:41])[N:11]([C:8]1[CH:9]=[CH:10][C:5]([NH:4][CH3:1])=[CH:6][CH:7]=1)[C:20]([C:21]([O:23][CH3:24])=[O:22])=[C:19]2[C:25]1[CH:30]=[C:29]([O:31][CH3:32])[C:28]([O:33][CH3:34])=[C:27]([O:35][CH3:36])[CH:26]=1 |f:1.2|. Procedure: To a solution of the compound obtained in Example 94 (260 mg) in tetrahydrofuran (3 ml) is added 60% sodium hydride (28 mg) under ice-cooling, and the mixture is stirred at room temperature for 30 minutes. To the reaction mixture is added dropwise methyl iodide (58 μl), and the mixture is stirred for five hours. To the reaction mixture are added dilute hydrochloric acid and chloroform. The chloroform layer is separated, washed, dried, and concentrated under reduced pressure. To the residue is ad... The reactants are CC(=O)OCC(O)C(O)CN1C(=O)CN=C(c2ccccc2F)c2cc(Cl)ccc21, CO, N. Product: O=C1CN=C(c2ccccc2F)c2cc(Cl)ccc2N1CC(O)C(O)CO. RXN SMILES: [C:1](=[O:2])([CH3:3])[O:4][CH2:5][CH:6]([CH:7]([CH2:8][N:9]1[C:10](=[O:28])[CH2:11][N:12]=[C:13]([c:21]2[c:22]([F:27])[cH:23][cH:24][cH:25][cH:26]2)[c:14]2[c:15]1[cH:16][cH:17][c:18]([Cl:20])[cH:19]2)[OH:29])[OH:30].[CH3:32][OH:33].[NH3:31]>>[OH:4][CH2:5][CH:6]([CH:7]([CH2:8][N:9]1[C:10](=[O:28])[CH2:11][N:12]=[C:13]([c:21]2[c:22]([F:27])[cH:23][cH:24][cH:25][cH:26]2)[c:14]2[c:15]1[cH:16][cH:17][c:18]([Cl:20])[cH:19]2)[OH:29])[OH:30]. The reactants are NC1CCN(CCc2c[nH]c3ccccc23)CC1, O=C=NC1CCCCC1, O, c1ccccc1. Product: O=C(NC1CCCCC1)NC1CCN(CCc2c[nH]c3ccccc23)CC1. As a reaction SMILES: [NH2:1][CH:2]1[CH2:3][CH2:4][N:5]([CH2:8][CH2:9][c:10]2[cH:11][nH:12][c:13]3[cH:14][cH:15][cH:16][cH:17][c:18]23)[CH2:6][CH2:7]1.[O:20]=[C:21]=[N:22][CH:23]1[CH2:24][CH2:25][CH2:26][CH2:27][CH2:28]1.[OH2:19].[cH:29]1[cH:30][cH:31][cH:32][cH:33][cH:34]1>>[NH:1]([CH:2]1[CH2:3][CH2:4][N:5]([CH2:8][CH2:9][c:10]2[cH:11][nH:12][c:13]3[cH:14][cH:15][cH:16][cH:17][c:18]23)[CH2:6][CH2:7]1)[C:21](=[O:20])[NH:22][CH:23]1[CH2:24][CH2:25][CH2:26][CH2:27][CH2:28]1. Starting materials: diethyl 4-alkylaminophthalates, C(CCCCCCCCCCCCCC)NC=1C=C(C(C(=O)O)=CC1)C(=O)O (4-pentadecylaminophthalic acid), C(CCCCCCCCC)NC=1C=C(C(C(=O)O)=CC1)C(=O)O (4-decylaminophthalic acid), C(CCCCCCCCCCCCCCCCC)NC=1C=C(C(C(=O)O)=CC1)C(=O)O (4-octadecylaminophthalic acid), C(CCCCCCCCCC)NC=1C=C(C(C(=O)O)=CC1)C(=O)O (4-undecylaminophthalic acid), C(CCCCCCCCCCCCCCCCCC)NC=1C=C(C(C(=O)O)=CC1)C(=O)O (4-nonadecylaminophthalic acid), C(CCCCCCCCCCCC)NC=1C=C(C(C(=O)O)=CC1)C(=O)O (4-tridecylaminophthalic acid), CC(CCCCCCCCCCCCCNC=1C=C(C(C(=O)O)=CC1)C(=O)O)C (4-(14-methylpentadecyl)aminophthalic acid), C(CCCCCCCCCCCCC)NC=1C=C(C(C(=O)O)=CC1)C(=O)O (4-tetradecylaminophthalic acid), C(CCCCCCCCCCC)NC=1C=C(C(C(=O)O)=CC1)C(=O)O (4-dodecylaminophthalic acid), C(CCCCCCC)NC=1C=C(C(C(=O)O)=CC1)C(=O)O (4-octylaminophthalic acid), C(CCCCCCCC)NC=1C=C(C(C(=O)O)=CC1)C(=O)O (4-nonylaminophthalic acid), CC(CCCCCCCCCC)NC=1C=C(C(C(=O)O)=CC1)C(=O)O (4-(methylundecyl)aminophthalic acid). The product is C(CCCCCCCCCCCCCCC)NC=1C=C(C(C(=O)O)=CC1)C(=O)O (4-Hexadecylaminophthalic acid). As a reaction SMILES: [CH2:1]([NH:9][C:10]1[CH:11]=[C:12]([C:19]([OH:21])=[O:20])[C:13](=[CH:17][CH:18]=1)[C:14]([OH:16])=[O:15])[CH2:2][CH2:3][CH2:4][CH2:5][CH2:6][CH2:7][CH3:8].[CH2:22](NC1C=C(C(O)=O)C(=CC=1)C(O)=O)[CH2:23][CH2:24][CH2:25][CH2:26][CH2:27][CH2:28][CH2:29]C.C(NC1C=C(C(O)=O)C(=CC=1)C(O)=O)CCCCCCCCC.C(NC1C=C(C(O)=O)C(=CC=1)C(O)=O)CCCCCCCCCC.CC(NC1C=C(C(O)=O)C(=CC=1)C(O)=O)CCCCCCCCCC.C(NC1C=C(C(O)=O)C(=CC=1)C(O)=O)CCCCCCCCCCC.C(NC1C=C(C(O)=O)C(=CC=1)C(O)=O)CCCCCCCCCCCC.C(NC1C=C(C(O)=O)C(=CC=1)C(O)=O)CCCCCCCCCCCCC.C(NC1C=C(C(O)=O)C(=CC=1)C(O)=O)CCCCCCCCCCCCCC.CC(C)CCCCCCCCCCCCCNC1C=C(C(O)=O)C(=CC=1)C(O)=O.C(NC1C=C(C(O)=O)C(=CC=1)C(O)=O)CCCCCCCCCCCCCCCCC.C(NC1C=C(C(O)=O)C(=CC=1)C(O)=O)CCCCCCCCCCCCCCCCCC>>[CH2:1]([NH:9][C:10]1[CH:11]=[C:12]([C:19]([OH:21])=[O:20])[C:13](=[CH:17][CH:18]=1)[C:14]([OH:16])=[O:15])[CH2:2][CH2:3][CH2:4][CH2:5][CH2:6][CH2:7][CH2:8][CH2:22][CH2:23][CH2:24][CH2:25][CH2:26][CH2:27][CH2:28][CH3:29]. Reported procedure: Similarly, the diethyl 4-alkylaminophthalates described in Example 11 give, respectively, 4-octylaminophthalic acid, 4-nonylaminophthalic acid, 4-decylaminophthalic acid, 4-undecylaminophthalic acid, 4-(methylundecyl)aminophthalic acid, 4-dodecylaminophthalic acid, 4-tridecylaminophthalic acid, 4-tetradecylaminophthalic acid, 4-pentadecylaminophthalic acid, 4-(14-methylpentadecyl)aminophthalic acid, 4-hepadecylaminophthalic acid, 4-octadecylaminophthalic acid, and 4-nonadecylaminophthalic acid.